Dataset: the Open Reaction Database (ORD), a public repository of structured organic reaction records. Task: describe an organic reaction: reactants, conditions, products, and yield RXN SMILES: C(OC(=O)[NH:7][C:8]1[CH:13]=[CH:12][C:11]([S:14](=[O:43])(=[O:42])[NH:15][C:16](=[O:41])[CH:17]=[CH:18][C:19]2[CH:24]=[CH:23][C:22]([C:25]([C:35]3[CH:40]=[CH:39][CH:38]=[CH:37][CH:36]=3)=[C:26]([C:29]3[CH:34]=[CH:33][CH:32]=[CH:31][CH:30]=3)[CH2:27][CH3:28])=[CH:21][CH:20]=2)=[CH:10][CH:9]=1)(C)(C)C.FC(F)(F)C(O)=O>>[NH2:7][C:8]1[CH:13]=[CH:12][C:11]([S:14]([NH:15][C:16](=[O:41])[CH:17]=[CH:18][C:19]2[CH:24]=[CH:23][C:22]([C:25]([C:35]3[CH:40]=[CH:39][CH:38]=[CH:37][CH:36]=3)=[C:26]([C:29]3[CH:30]=[CH:31][CH:32]=[CH:33][CH:34]=3)[CH2:27][CH3:28])=[CH:21][CH:20]=2)(=[O:43])=[O:42])=[CH:10][CH:9]=1. Starting materials: C(C)(C)(C)OC(NC1=CC=C(C=C1)S(NC(C=CC1=CC=C(C=C1)C(=C(CC)C1=CC=CC=C1)C1=CC=CC=C1)=O)(=O)=O)=O ((4-{3-[4-(1,2-diphenyl-but-1-enyl)-phenyl]-acryloylsulfamoyl}-phenyl)-carbamic acid tert-butyl ester), FC(C(=O)O)(F)F (trifluoroacetic acid). Yields the product NC1=CC=C(C=C1)S(=O)(=O)NC(C=CC1=CC=C(C=C1)C(=C(CC)C1=CC=CC=C1)C1=CC=CC=C1)=O (4-amino-N-{3-[4-(1,2-diphenyl-but-1-enyl)-phenyl]-acryloyl}-benzenesulfonamide). Procedure: Prepared by treating 1y with trifluoroacetic acid (50% in CH2Cl2). Yield (92%); 1H NMR (d6-DMSO) δ 11.71 (br s, 1H), 7.51 (d, J=8.7 Hz, 2H), 7.38–7.07 (m, 13H), 6.83 (d, J=8.1 Hz, 2H), 6.55 (d, J=8.7 Hz, 2H), 6.37 (d, J=15.7 Hz, 1H), 2.35 (q, J=7.4 Hz, 2H), 1.44 (s, 9H), 0.82 (t, J=7.3 Hz, 3H); APcI m/z: 507 (M−H−). Starting materials: CCOC(=O)C1(NC(=O)c2cccc(C)c2I)Cc2ccccc2C1, CCO, CCCC=CB(O)O, [K+], [K+], O=C([O-])[O-], C1COCCO1, [Pd]. Product: CCCC=Cc1c(C)cccc1C(=O)NC1(C(=O)OCC)Cc2ccccc2C1. As a reaction SMILES: [CH2:1]([CH3:2])[O:3][C:4](=[O:5])[C:6]1([NH:15][C:16]([c:17]2[c:18]([I:24])[c:19]([CH3:23])[cH:20][cH:21][cH:22]2)=[O:25])[CH2:7][c:8]2[cH:9][cH:10][cH:11][cH:12][c:13]2[CH2:14]1.[CH3:40][CH2:41][OH:42].[CH:26](=[CH:27][CH2:28][CH2:29][CH3:30])[B:31]([OH:32])[OH:33].[K+:34].[K+:35].[O-:36][C:37]([O-:38])=[O:39].[O:43]1[CH2:44][CH2:45][O:46][CH2:47][CH2:48]1.[Pd:49]>>[CH2:1]([CH3:2])[O:3][C:4](=[O:5])[C:6]1([NH:15][C:16]([c:17]2[c:18]([CH:26]=[CH:27][CH2:28][CH2:29][CH3:30])[c:19]([CH3:23])[cH:20][cH:21][cH:22]2)=[O:25])[CH2:7][c:8]2[cH:9][cH:10][cH:11][cH:12][c:13]2[CH2:14]1.